This data is from the Open Reaction Database (ORD), a public repository of structured organic reaction records. The task is: describe an organic reaction: reactants, conditions, products, and yield Reactants: CC(C)C[Al+]CC(C)C, Cl, COC(=O)CCc1cnoc1-c1ccc(F)cc1, [H-], C1CCOC1. Yields the product OCCCc1cnoc1-c1ccc(F)cc1. RXN SMILES: [CH2:20]([Al+:21][CH2:22][CH:23]([CH3:24])[CH3:25])[CH:26]([CH3:27])[CH3:28].[ClH:29].[F:1][c:2]1[cH:3][cH:4][c:5](-[c:8]2[c:9]([CH2:13][CH2:14][C:15](=[O:16])[O:17][CH3:18])[cH:10][n:11][o:12]2)[cH:6][cH:7]1.[H-:19].[O:30]1[CH2:31][CH2:32][CH2:33][CH2:34]1>>[F:1][c:2]1[cH:3][cH:4][c:5](-[c:8]2[c:9]([CH2:13][CH2:14][CH2:15][OH:16])[cH:10][n:11][o:12]2)[cH:6][cH:7]1. Reactants: BrC1=C(C2=CC=CC=C2C=C1C(F)(F)F)O (2-Bromo-3-(trifluoromethyl)-1-naphthalenol), COCCl (chloromethyl methyl ether), C(C)(C)N(CC)C(C)C (diisopropylethylamine). Solvent: C1CCOC1 (THF). The product is BrC1=C(C2=CC=CC=C2C=C1C(F)(F)F)OCOC (2-Bromo-1-{[(methyloxy)methyl]oxy}-3-(trifluoromethyl)naphthalene). Isolated yield 91.0%. Reaction SMILES: [Br:1][C:2]1[C:11]([C:12]([F:15])([F:14])[F:13])=[CH:10][C:9]2[C:4](=[CH:5][CH:6]=[CH:7][CH:8]=2)[C:3]=1[OH:16].[CH3:17][O:18][CH2:19]Cl.C(N(C(C)C)CC)(C)C>C1COCC1>[Br:1][C:2]1[C:11]([C:12]([F:15])([F:14])[F:13])=[CH:10][C:9]2[C:4](=[CH:5][CH:6]=[CH:7][CH:8]=2)[C:3]=1[O:16][CH2:17][O:18][CH3:19]. Reported procedure: 2-Bromo-3-(trifluoromethyl)-1-naphthalenol (179) (0.23 g, 0.79 mmol) was treated with chloromethyl methyl ether in the presence of diisopropylethylamine in THF to give 0.24 g (91%) of the title compound (180) as a colorless oil. 1H NMR (400 MHz, CDCl3): δ 3.75 (s, 3H), 5.29 (s, 2H), 7.59-7.65 (m, 1H), 7.65-7.71 (m, 1H), 7.91 (d, J=8.1 Hz, 1H), 8.05 (s, 1H), 8.22 (d, J=8.4 Hz, 1H). LCMS (ESI): m/z 335 (M+H)+. Reactants: CN1CC2=C(NC=3C=CC(=C(C23)C)C)CC1 (2,8,9-Trimethyl-2,3,4,5-tetrahydro-1H-pyrido[4,3-b]indole), [H-].[Na+] (sodium hydride), CC1(OC1)C=1C=NC=CC1 (3-(2-methyloxiran-2-yl)pyridine). Run in CN(C)C=O (DMF). Conditions: time 12 hour. The product is N1=CC(=CC=C1)C(CN1C2=C(C=3C(=C(C=CC13)C)C)CN(CC2)C)(C)O (2-(pyridin-3-yl)-1-(2,8,9-trimethyl-3,4-dihydro-1H-pyrido[4,3-b]indol-5(2H)-yl)propan-2-ol). Isolated yield 61.5%. As a reaction SMILES: [CH3:1][N:2]1[CH2:16][CH2:15][C:5]2[NH:6][C:7]3[CH:8]=[CH:9][C:10]([CH3:14])=[C:11]([CH3:13])[C:12]=3[C:4]=2[CH2:3]1.[H-].[Na+].[CH3:19][C:20]1([C:23]2[CH:24]=[N:25][CH:26]=[CH:27][CH:28]=2)[CH2:22][O:21]1>CN(C=O)C>[N:25]1[CH:26]=[CH:27][CH:28]=[C:23]([C:20]([OH:21])([CH3:22])[CH2:19][N:6]2[C:7]3[CH:8]=[CH:9][C:10]([CH3:14])=[C:11]([CH3:13])[C:12]=3[C:4]3[CH2:3][N:2]([CH3:1])[CH2:16][CH2:15][C:5]2=3)[CH:24]=1 |f:1.2|. Procedure: 2,8,9-Trimethyl-2,3,4,5-tetrahydro-1H-pyrido[4,3-b]indole (400 mg, 1.86 mmol) 4 mL DMF, cooled to 0° C. and sodium hydride (224 mg, 5.60 mmol) was added portionwise at the same temperature. 3-(2-methyloxiran-2-yl)pyridine (504 mg, 3.73 mmol) in DMF (1 mL) was added to the reaction mixture and allowed to stir at RT for 12 h. After complete consumption of starting material, the reaction mixture was poured in to ice water and extracted with EtOAc (3×100 mL). The combined organic layer was washed wi... The reactants are N1CCC(CC1)C#N (4-piperidine-carbonitrile), [OH-].[NH4+] (ammonium hydroxide). Solvent: S(O)(O)(=O)=O (sulfuric acid). Reaction conditions: time 70 hour. Product: N1CCC(CC1)C(=O)N (4-piperidine-carboxamide). As a reaction SMILES: [NH:1]1[CH2:6][CH2:5][CH:4]([C:7]#[N:8])[CH2:3][CH2:2]1.[OH-:9].[NH4+]>S(=O)(=O)(O)O>[NH:1]1[CH2:6][CH2:5][CH:4]([C:7]([NH2:8])=[O:9])[CH2:3][CH2:2]1 |f:1.2|. Reported procedure: 4-(p-tolyl-amino)-1-phenylmethyl)-4-piperidine-carbonitrile (4.58 g) was dissolved in 25 ml conc. sulfuric acid and stirred for 70 h at room temperature. Then the reaction mixture was poured on ice and adjusted to pH 10 by addition of 30% aqueous ammonium hydroxide and extracted three times with dichloromethane. The combined organic layers were dried over sodium sulfate, filtered and evaporated to yield 4-(p-tolyl-amino)-1-phenylmethyl)-4-piperidine-carboxamide as an off-white powder (5.11 g), m... The reactants are Cc1ccccc1, CN(C)C=O, O=S(Cl)Cl, O=C(O)c1cc2ccccc2s1. Product: O=C(Cl)c1cc2ccccc2s1. RXN SMILES: [CH3:1][c:2]1[cH:3][cH:4][cH:5][cH:6][cH:7]1.[O:24]=[CH:25][N:26]([CH3:27])[CH3:28].[S:8]([Cl:9])([Cl:10])=[O:11].[s:12]1[c:13]2[c:14]([cH:15][c:16]1[C:17](=[O:18])[OH:19])[cH:20][cH:21][cH:22][cH:23]2>>[Cl:10][C:17]([c:16]1[s:12][c:13]2[c:14]([cH:15]1)[cH:20][cH:21][cH:22][cH:23]2)=[O:18]. Reactants: C(C)OC1=CC2=C(SC3=C(CC2=O)C(=CC=C3)Cl)C=C1 (2-ethoxy-9-chloro-10,11 -dihydrodibenzo[b,f]thiepin-11-one), O (water). Solvent: mixed solvent, CO (methanol), C(Cl)(Cl)Cl (chloroform). Run at time 2 hour. Yields the product C(C)OC1=CC2=C(SC3=C(CC2O)C(=CC=C3)Cl)C=C1 (2-ethoxy-9-chloro-10,11-dihydrodibenzo[b,f]thiepin-11-ol). As a reaction SMILES: [CH2:1]([O:3][C:4]1[CH:20]=[CH:19][C:7]2[S:8][C:9]3[CH:17]=[CH:16][CH:15]=[C:14]([Cl:18])[C:10]=3[CH2:11][C:12](=[O:13])[C:6]=2[CH:5]=1)[CH3:2].O>CO.C(Cl)(Cl)Cl>[CH2:1]([O:3][C:4]1[CH:20]=[CH:19][C:7]2[S:8][C:9]3[CH:17]=[CH:16][CH:15]=[C:14]([Cl:18])[C:10]=3[CH2:11][CH:12]([OH:13])[C:6]=2[CH:5]=1)[CH3:2]. Reported procedure: An amount of 31.8 g of 2-ethoxy-9-chloro-10,11 -dihydrodibenzo[b,f]thiepin-11-one was dissolved in 200 ml of a mixed solvent of methanol and chloroform (5/1) and the mixture was stirred at room temperature for 2 hours and freed of the solvent to obtain the residue. To the resulting residue was added 100 ml of water and the mixture was extracted with chloroform. The extract was washed with water, dried over anhydrous sodium sulfate and freed of the solvent to obtain the residue. Reported procedure: To a solution of 30 g (0.5 m) of acetaldoxime in 100 ml of chloroform cooled at 0° was added, with stirring over a period of 30 minutes, a solution of 35 grams (0.5 mol) of chlorine in 300 ml of chloroform. The reaction mixture was stirred at 0° C. for 30 minutes at which time about one half of the chloroform was removed by evaporation, in vacuo. This residual solution was then added with stirring to a solution consisting of 20 grams (0.5 mol) of sodium hydroxide and 60 grams (0.5 mol) of ethyl ... As a reaction SMILES: [CH:1](=[N:3][OH:4])[CH3:2].ClCl.[OH-].[Na+].[SH:9][CH2:10][C:11]([O:13][CH2:14][CH3:15])=[O:12]>C(Cl)(Cl)Cl.C(O)C>[C:1]([S:9][CH2:10][C:11]([O:13][CH2:14][CH3:15])=[O:12])(=[N:3][OH:4])[CH3:2] |f:2.3|. Isolated yield 22.6%. Yields the product C(C)(=NO)SCC(=O)OCC (S-(ethoxycarbonylmethylene) acetothiohydroximate). Run in C(C)O (ethanol), C(Cl)(Cl)Cl (chloroform), C(Cl)(Cl)Cl (chloroform), C(Cl)(Cl)Cl (chloroform). Run at time 30 minute. Starting materials: ClCl (chlorine), SCC(=O)OCC (ethyl mercaptoacetate), C(C)=NO (acetaldoxime), [OH-].[Na+] (sodium hydroxide).